Dataset: the Open Reaction Database (ORD), a public repository of structured organic reaction records. Task: describe an organic reaction: reactants, conditions, products, and yield Product: CC(C)N1CCC(Oc2cc3cc(C(=O)N4CCC(F)(F)CC4)[nH]c3nc2Cl)CC1. Reaction SMILES: [B-:25]([F:26])([F:27])([F:28])[F:29].[CH:55]([N:56]([CH2:57][CH3:58])[CH:59]([CH3:60])[CH3:61])([CH3:62])[CH3:63].[Cl:2][c:3]1[c:4]([O:15][CH:16]2[CH2:17][CH2:18][N:19]([CH:22]([CH3:23])[CH3:24])[CH2:20][CH2:21]2)[cH:5][c:6]2[c:7]([n:8]1)[nH:9][c:10]([C:12](=[O:13])[OH:14])[cH:11]2.[ClH:1].[F:47][C:48]1([F:54])[CH2:49][CH2:50][NH:51][CH2:52][CH2:53]1.[O:64]=[CH:65][N:66]([CH3:67])[CH3:68].[n:30]1([O:31][C:32]([N:33]([CH3:34])[CH3:35])=[N+:36]([CH3:37])[CH3:38])[c:39]2[cH:40][cH:41][cH:42][cH:43][c:44]2[n:45][n:46]1>>[Cl:2][c:3]1[c:4]([O:15][CH:16]2[CH2:17][CH2:18][N:19]([CH:22]([CH3:23])[CH3:24])[CH2:20][CH2:21]2)[cH:5][c:6]2[c:7]([n:8]1)[nH:9][c:10]([C:12](=[O:14])[N:51]1[CH2:50][CH2:49][C:48]([F:47])([F:54])[CH2:53][CH2:52]1)[cH:11]2. The reactants are F[B-](F)(F)F, CCN(C(C)C)C(C)C, CC(C)N1CCC(Oc2cc3cc(C(=O)O)[nH]c3nc2Cl)CC1, Cl, FC1(F)CCNCC1, CN(C)C=O, CN(C)C(On1nnc2ccccc21)=[N+](C)C. Procedure details: Prepare mixture of N-tert-Butyl-3-(2-hydroxy-pyrrolo[2,1-f][1,2,4]triazin-7-yl)-benzenesulfonamide (75 mg, 0.22 mmol), N-Phenylbis(trifluoromethanesulphonimide) (77 mg, 0.22 mmol), N,N-Diisopropylethylamine (0.113 mL, 0.650 mmol), and N,N-Dimethylformamide (2.0 mL, 26 mmol) and stir at room temperature for half an hour. Add 2-Methyl-benzoxazol-5-ylamine; hydrochloride (52 mg, 0.28 mmol) and stir at 80° C. overnight. The reaction was concentrated, dissolved in 2 mL DMSO, filtered and placed onto ... The product is C(C)(C)(C)NS(=O)(=O)C1=CC(=CC=C1)C1=CC=C2C=NC(=NN21)NC=2C=CC1=C(N=C(O1)C)C2 (N-tert-Butyl-3-[2-(2-methyl-benzoxazol-5-ylamino)-pyrrolo[2,1-f][1,2,4]triazin-7-yl]-benzenesulfonamide). Starting materials: C(C)(C)(C)NS(=O)(=O)C1=CC(=CC=C1)C1=CC=C2C=NC(=NN21)O (N-tert-Butyl-3-(2-hydroxy-pyrrolo[2,1-f][1,2,4]triazin-7-yl)-benzenesulfonamide), C1=CC=C(C=C1)N(S(=O)(=O)C(F)(F)F)S(=O)(=O)C(F)(F)F (N-Phenylbis(trifluoromethanesulphonimide)), C(C)(C)N(C(C)C)CC (N,N-Diisopropylethylamine), CN(C=O)C (N,N-Dimethylformamide), CC=1OC2=C(N1)C=C(C=C2)N (2-Methyl-benzoxazol-5-ylamine), Cl (hydrochloride). Isolated yield 40.0%. RXN SMILES: [C:1]([NH:5][S:6]([C:9]1[CH:14]=[CH:13][CH:12]=[C:11]([C:15]2[N:23]3[C:18]([CH:19]=[N:20][C:21](O)=[N:22]3)=[CH:17][CH:16]=2)[CH:10]=1)(=[O:8])=[O:7])([CH3:4])([CH3:3])[CH3:2].C1C=CC(N(S(C(F)(F)F)(=O)=O)S(C(F)(F)F)(=O)=O)=CC=1.C(N(CC)C(C)C)(C)C.CN(C)C=O.[CH3:60][C:61]1[O:62][C:63]2[CH:69]=[CH:68][C:67]([NH2:70])=[CH:66][C:64]=2[N:65]=1.Cl>>[C:1]([NH:5][S:6]([C:9]1[CH:14]=[CH:13][CH:12]=[C:11]([C:15]2[N:23]3[C:18]([CH:19]=[N:20][C:21]([NH:70][C:67]4[CH:68]=[CH:69][C:63]5[O:62][C:61]([CH3:60])=[N:65][C:64]=5[CH:66]=4)=[N:22]3)=[CH:17][CH:16]=2)[CH:10]=1)(=[O:7])=[O:8])([CH3:2])([CH3:4])[CH3:3].